Dataset: the Open Reaction Database (ORD), a public repository of structured organic reaction records. Task: describe an organic reaction: reactants, conditions, products, and yield Reactants: N=1N(N=CC1)C1=C(C=CC=C1)C(=O)N1[C@@H]([C@@H](CCC1)C)CN ((2-(2H-1,2,3-triazol-2-yl)phenyl)((2S,3R)-2-(aminomethyl)-3-methylpiperidin-1-yl)methanone), FC1=NC=C(C=C1)C(F)(F)F (2-fluoro-5-(trifluoromethyl)pyridine). Product: N=1N(N=CC1)C1=C(C=CC=C1)C(=O)N1[C@@H]([C@@H](CCC1)C)CNC1=NC=C(C=C1)C(F)(F)F ((2-(2H-1,2,3-Triazol-2-yl)phenyl)((2S,3R)-3-methyl-2-(((5-(trifluoromethyl)pyridin-2-yl)amino)methyl)piperidin-1-yl)methanone). As a reaction SMILES: [N:1]1[N:2]([C:6]2[CH:11]=[CH:10][CH:9]=[CH:8][C:7]=2[C:12]([N:14]2[CH2:19][CH2:18][CH2:17][C@@H:16]([CH3:20])[C@H:15]2[CH2:21][NH2:22])=[O:13])[N:3]=[CH:4][CH:5]=1.F[C:24]1[CH:29]=[CH:28][C:27]([C:30]([F:33])([F:32])[F:31])=[CH:26][N:25]=1>>[N:1]1[N:2]([C:6]2[CH:11]=[CH:10][CH:9]=[CH:8][C:7]=2[C:12]([N:14]2[CH2:19][CH2:18][CH2:17][C@@H:16]([CH3:20])[C@H:15]2[CH2:21][NH:22][C:24]2[CH:29]=[CH:28][C:27]([C:30]([F:33])([F:32])[F:31])=[CH:26][N:25]=2)=[O:13])[N:3]=[CH:4][CH:5]=1. Procedure: The title compound was prepared following the same general protocol as described for Example A1 using (2-(2H-1,2,3-triazol-2-yl)phenyl)((2S,3R)-2-(aminomethyl)-3-methylpiperidin-1-yl)methanone and 2-fluoro-5-(trifluoromethyl)pyridine. ESI-MS (m/z): 445 [M+1]. 1H NMR (300 MHz, DMSO-d6) δ 8.35-6.60 (m, 10H), 4.85-2.70 (m, 5H), 1.85-0.65 (m, 8H).